Dataset: the Open Reaction Database (ORD), a public repository of structured organic reaction records. Task: describe an organic reaction: reactants, conditions, products, and yield Reactants: C(C)(C)N(CC)C(C)C (IPEA), C=1C=CC2=C(C1)N=NN2O (HOBT), FC(C(=O)O)(F)F.ClCCC\C(\C(=O)O)=C/C1=CC(=C(C=C1)N1C=NC(=C1)C)OC ((E)-5-chloro-2-(3-methoxy-4-(4-methyl-1H-imidazol-1-yl)benzylidene)valeric acid trifluoroacetate), C1C(CCC2=CC=CC=C12)N (1,2,3,4-tetrahydronaphthalen-2-ylamine), C([O-])(O)=O.[Na+] (sodium bicarbonate). Run in CN(C)C=O (DMF), C(CCl)Cl (EDC), C(C)(=O)OCC (ethyl acetate). Conditions: time 1 hour. Product: C1C(CCC2=CC=CC=C12)NC(/C(/CCCCl)=C/C1=CC(=C(C=C1)N1C=NC(=C1)C)OC)=O ((E)-5-chloro-2-(3-methoxy-4-(4-methyl-1H-imidazol-1-yl)benzylidene)valeric acid (1,2,3,4-tetrahydronaphthalen-2-yl)amide). Isolated yield 82.2%. As a reaction SMILES: C(N(C(C)C)CC)(C)C.C1C=CC2N(O)N=NC=2C=1.FC(F)(F)C(O)=O.[Cl:27][CH2:28][CH2:29][CH2:30]/[C:31](=[CH:35]\[C:36]1[CH:41]=[CH:40][C:39]([N:42]2[CH:46]=[C:45]([CH3:47])[N:44]=[CH:43]2)=[C:38]([O:48][CH3:49])[CH:37]=1)/[C:32]([OH:34])=O.[CH2:50]1[C:59]2[C:54](=[CH:55][CH:56]=[CH:57][CH:58]=2)[CH2:53][CH2:52][CH:51]1[NH2:60].C(=O)(O)[O-].[Na+]>CN(C=O)C.C(OCC)(=O)C.C(Cl)CCl>[CH2:50]1[C:59]2[C:54](=[CH:55][CH:56]=[CH:57][CH:58]=2)[CH2:53][CH2:52][CH:51]1[NH:60][C:32](=[O:34])/[C:31](=[CH:35]/[C:36]1[CH:41]=[CH:40][C:39]([N:42]2[CH:46]=[C:45]([CH3:47])[N:44]=[CH:43]2)=[C:38]([O:48][CH3:49])[CH:37]=1)/[CH2:30][CH2:29][CH2:28][Cl:27] |f:2.3,5.6|. Procedure details: IPEA (0.58 mL), EDC (0.38 g) and HOBT (0.27 g) were added to a suspension of (E)-5-chloro-2-(3-methoxy-4-(4-methyl-1H-imidazol-1-yl)benzylidene)valeric acid trifluoroacetate (300 mg) and 1,2,3,4-tetrahydronaphthalen-2-ylamine (148 mg) in DMF (10 mL) at room temperature, and the reaction solution was stirred at room temperature for 1 hour. A saturated aqueous solution of sodium bicarbonate and ethyl acetate were added to the reaction solution and the organic layer was partitioned. The organic lay...